describe an organic reaction: reactants, conditions, products, and yield From a dataset of the Open Reaction Database (ORD), a public repository of structured organic reaction records. The product is COC1(OCCO1)C(F)(F)F (2-methoxy-2-trifluoromethyl-1,3-dioxolane). Starting materials: FC(C(=O)OC)(F)F (methyl trifluoroacetate), ClC(C)O (chloroethanol), CS(=O)C (dimethylsulfoxide), [H-].[Na+] (NaH). Procedure: A mixture of 42.0 g (0.33 mol) of methyl trifluoroacetate, 26.6 g (0.33 mol) of -chloroethanol, and 150 mL of dimethylsulfoxide (DMSO) was stirred at 10°-20° while 15.8 g (0.33 mol) of 50% NaH in mineral oil was added portionwise. The resulting mixture was stirred at 20° for 2 h, at 25° for several days, and then poured into 1 L of water. The resulting aqueous layer was extracted with 100 mL of ether. The organic layers were combined, then washed twice with water, dried over CaSO4, and distilled... Reaction SMILES: [F:1][C:2]([F:8])([F:7])[C:3]([O:5][CH3:6])=[O:4].Cl[CH:10]([OH:12])[CH3:11].CS(C)=O.[H-].[Na+]>O>[CH3:6][O:5][C:3]1([C:2]([F:8])([F:7])[F:1])[O:12][CH2:10][CH2:11][O:4]1 |f:3.4|. Reaction conditions: time 2 hour. Run in O (water). The yield is 63.0%. The reactants are C1=CC=CC=2C3=CC=CC=C3C(C12)COC(=O)ON1C(CCC1=O)=O (N-(9-fluorenylmethoxycarbonyloxy)succinimide), C(C)(C)(C)OC(=O)NCCNCC(=O)O (N-(2-tert-butoxycarbonylaminoethyl)aminoacetic acid), O (water), C(O)([O-])=O.[Na+] (sodium hydrogen carbonate). Run in O1CCCC1 (tetrahydrofuran). Reaction conditions: time 20 hour. Yields the product C(C)(C)(C)OC(=O)NCCN(C(=O)OCC1C2=CC=CC=C2C=2C=CC=CC12)CC(=O)O (N-(2-tert-Butoxycarbonylaminoethyl)-N-(9-fluorenylmethoxycarbonyl)aminoacetic acid). As a reaction SMILES: [C:1]([O:5][C:6]([NH:8][CH2:9][CH2:10][NH:11][CH2:12][C:13]([OH:15])=[O:14])=[O:7])([CH3:4])([CH3:3])[CH3:2].O.C(=O)([O-])O.[Na+].[CH:22]1[C:34]2[CH:33]([CH2:35][O:36][C:37](ON3C(=O)CCC3=O)=[O:38])[C:32]3[C:27](=[CH:28][CH:29]=[CH:30][CH:31]=3)[C:26]=2[CH:25]=[CH:24][CH:23]=1>O1CCCC1>[C:1]([O:5][C:6]([NH:8][CH2:9][CH2:10][N:11]([CH2:12][C:13]([OH:15])=[O:14])[C:37]([O:36][CH2:35][CH:33]1[C:32]2[CH:31]=[CH:30][CH:29]=[CH:28][C:27]=2[C:26]2[C:34]1=[CH:22][CH:23]=[CH:24][CH:25]=2)=[O:38])=[O:7])([CH3:4])([CH3:2])[CH3:3] |f:2.3|. Procedure details: 10.9 g (50 mmol) of N-(2-tert-butoxycarbonylaminoethyl)aminoacetic acid are stirred together with 50 ml of water, 11.3 g (135 mmol) of sodium hydrogen carbonate and 50 ml of tetrahydrofuran. Subsequently, 24.3 g (72 mmol) of N-(9-fluorenylmethoxycarbonyloxy)succinimide are added. The mixture is stirred at room tmeperature for 20 h and the salt removed by filtration; the filtrate is acidified and the phases separated, and the organic phase is then concentrated. The product is COC(=O)OC1CC2=CC=C3C4CCC(C(C)CBr)C4(C)CCC3C2(C)C(OC(=O)OC)C1. RXN SMILES: [CH3:1][CH:2]([CH2:3][OH:4])[CH:5]1[CH2:6][CH2:7][CH:8]2[C:9]3=[CH:10][CH:11]=[C:12]4[CH2:13][CH:14]([O:29][C:30](=[O:31])[O:32][CH3:33])[CH2:15][CH:16]([O:24][C:25](=[O:26])[O:27][CH3:28])[C:17]4([CH3:18])[CH:19]3[CH2:20][CH2:21][C:22]12[CH3:23].[OH2:38].[P:34]([Br:35])([Br:36])[Br:37].[cH:39]1[cH:40][cH:41][n:42][cH:43][cH:44]1>>[CH3:1][CH:2]([CH2:3][Br:35])[CH:5]1[CH2:6][CH2:7][CH:8]2[C:9]3=[CH:10][CH:11]=[C:12]4[CH2:13][CH:14]([O:29][C:30](=[O:31])[O:32][CH3:33])[CH2:15][CH:16]([O:24][C:25](=[O:26])[O:27][CH3:28])[C:17]4([CH3:18])[CH:19]3[CH2:20][CH2:21][C:22]12[CH3:23]. The reactants are COC(=O)OC1CC2=CC=C3C4CCC(C(C)CO)C4(C)CCC3C2(C)C(OC(=O)OC)C1, O, BrP(Br)Br, c1ccncc1. Starting materials: O=C(O)CCCN1C(=O)C=CC1=O, ClCCCl, ClCCl, CC(C)(C)OC(=O)NN. The product is CC(C)(C)OC(=O)NNC(=O)CCCN1C(=O)C=CC1=O. As a reaction SMILES: [C:1]1(=[O:13])[CH:2]=[CH:3][C:4](=[O:12])[N:5]1[CH2:6][CH2:7][CH2:8][C:9](=[O:10])[OH:11].[CH2:23]([Cl:24])[CH2:25][Cl:26].[Cl:27][CH2:28][Cl:29].[NH:14]([NH2:15])[C:16](=[O:17])[O:18][C:19]([CH3:20])([CH3:21])[CH3:22]>>[C:1]1(=[O:13])[CH:2]=[CH:3][C:4](=[O:12])[N:5]1[CH2:6][CH2:7][CH2:8][C:9](=[O:11])[NH:15][NH:14][C:16](=[O:17])[O:18][C:19]([CH3:20])([CH3:21])[CH3:22]. Reactants: Nc1cccc(-c2c(Cc3ccccc3)cnc3c(C(F)(F)F)cccc23)c1, O=Cc1cc(-c2ccccc2)ccc1F. The product is Fc1ccc(-c2ccccc2)cc1CNc1cccc(-c2c(Cc3ccccc3)cnc3c(C(F)(F)F)cccc23)c1. As a reaction SMILES: [CH2:1]([c:2]1[cH:3][cH:4][cH:5][cH:6][cH:7]1)[c:8]1[cH:9][n:10][c:11]2[c:12]([C:25]([F:26])([F:27])[F:28])[cH:13][cH:14][cH:15][c:16]2[c:17]1-[c:18]1[cH:19][c:20]([NH2:24])[cH:21][cH:22][cH:23]1.[F:29][c:30]1[c:31]([CH:42]=[O:43])[cH:32][c:33](-[c:36]2[cH:37][cH:38][cH:39][cH:40][cH:41]2)[cH:34][cH:35]1>>[CH2:1]([c:2]1[cH:3][cH:4][cH:5][cH:6][cH:7]1)[c:8]1[cH:9][n:10][c:11]2[c:12]([C:25]([F:26])([F:27])[F:28])[cH:13][cH:14][cH:15][c:16]2[c:17]1-[c:18]1[cH:19][c:20]([NH:24][CH2:42][c:31]2[c:30]([F:29])[cH:35][cH:34][c:33](-[c:36]3[cH:37][cH:38][cH:39][cH:40][cH:41]3)[cH:32]2)[cH:21][cH:22][cH:23]1.